From a dataset of the Open Reaction Database (ORD), a public repository of structured organic reaction records. describe an organic reaction: reactants, conditions, products, and yield Reactants: O=S(=O)(O)Cl, O=C(N1CCCC1c1ccccc1)C(F)(F)F, O. Product: O=C(N1CCCC1c1ccc(S(=O)(=O)Cl)cc1)C(F)(F)F. As a reaction SMILES: [Cl:18][S:19](=[O:20])(=[O:21])[OH:22].[F:1][C:2]([C:3](=[O:4])[N:5]1[CH:6]([c:10]2[cH:11][cH:12][cH:13][cH:14][cH:15]2)[CH2:7][CH2:8][CH2:9]1)([F:16])[F:17].[OH2:23]>>[F:1][C:2]([C:3](=[O:4])[N:5]1[CH:6]([c:10]2[cH:11][cH:12][c:13]([S:19]([Cl:18])(=[O:20])=[O:21])[cH:14][cH:15]2)[CH2:7][CH2:8][CH2:9]1)([F:16])[F:17].